From a dataset of the Open Reaction Database (ORD), a public repository of structured organic reaction records. describe an organic reaction: reactants, conditions, products, and yield Reactants: [OH-].[Na+] (sodium hydroxide), C1(C(OC2C(O1)OC(C(O2)O)O)O)O (Glyoxal trimeric dihydrate), C1(=CC=CC=C1)CNCCNC1=NC=CC=C1 (N-phenylmethyl-N′-(2-pyridinyl)-1,2-ethanediamine), C1(C(OC2C(O1)OC(C(O2)O)O)O)O (glyoxal trimeric dihydrate). Run in Cl (hydrochloric acid). Reaction conditions: time 24 hour. Product: C1(=CC=CC=C1)CN1CC(N(CC1)C1=NC=CC=C1)=O (4-Phenylmethyl-1-(2-pyridinyl)piperazin-2-one). Yield: 53.9%. As a reaction SMILES: C1(O)OC2O[CH:8]([OH:12])[CH:9](O)OC2OC1O.[C:15]1([CH2:21][NH:22][CH2:23][CH2:24][NH:25][C:26]2[CH:31]=[CH:30][CH:29]=[CH:28][N:27]=2)[CH:20]=[CH:19][CH:18]=[CH:17][CH:16]=1.[OH-].[Na+]>Cl>[C:15]1([CH2:21][N:22]2[CH2:23][CH2:24][N:25]([C:26]3[CH:31]=[CH:30][CH:29]=[CH:28][N:27]=3)[C:8](=[O:12])[CH2:9]2)[CH:16]=[CH:17][CH:18]=[CH:19][CH:20]=1 |f:2.3|. Reported procedure: Glyoxal trimeric dihydrate (15.8 g, 75 mmol) was added to a mixture of N-phenylmethyl-N′-(2-pyridinyl)-1,2-ethanediamine (Description 146, 5.7 g, 25 mmol) and hydrochloric acid (2N, 100 mL) and the mixture was stirred at room temperature for 24 hours. Further glyoxal trimeric dihydrate (5.3 g, 25 mmol) was added and the mixture was stirred at room temperature for 20 hours. The mixture was basified with aqueous sodium hydroxide (4M) and extracted with ethyl acetate (2×200 mL). The combined organi... The reactants are [Cl-].[NH4+] (ammonium chloride), [B-](F)(F)(F)F.CCOC(=O)C(=NOC(=[N+](C)C)N(C)C)C#N (TOTU), C(C)(C)N(C(C)C)CC (N,N-diisopropylethylamine), CC1=NC2=CC=C(C=C2C(N1CCC)=O)C(=O)C1=NC(=C2N1C=CC=C2)C=2C=C(C(=O)O)C=CC2 (3-{3-[(2-methyl-4-oxo-3-propyl-3,4-dihydroquinazolin-6-yl)carbonyl]imidazo[1,5-a]pyridin-1-yl}benzoic acid). Run in CN(C)C=O (DMF). Run at time 5 hour. The product is CC1=NC2=CC=C(C=C2C(N1CCC)=O)C(=O)C1=NC(=C2N1C=CC=C2)C=2C=C(C(=O)N)C=CC2 (3-{3-[(2-Methyl-4-oxo-3-propyl-3,4-dihydroquinazolin-6-yl)carbonyl]imidazo[1,5-a]pyridin-1-yl}benzamide). Yield: 49.4%. As a reaction SMILES: [Cl-].[NH4+].[B-](F)(F)(F)F.CCOC(C(C#N)=[N:14]OC(N(C)C)=[N+](C)C)=O.C(N(CC)C(C)C)(C)C.[CH3:34][C:35]1[N:44]([CH2:45][CH2:46][CH3:47])[C:43](=[O:48])[C:42]2[C:37](=[CH:38][CH:39]=[C:40]([C:49]([C:51]3[N:55]4[CH:56]=[CH:57][CH:58]=[CH:59][C:54]4=[C:53]([C:60]4[CH:61]=[C:62]([CH:66]=[CH:67][CH:68]=4)[C:63]([OH:65])=O)[N:52]=3)=[O:50])[CH:41]=2)[N:36]=1>CN(C=O)C>[CH3:34][C:35]1[N:44]([CH2:45][CH2:46][CH3:47])[C:43](=[O:48])[C:42]2[C:37](=[CH:38][CH:39]=[C:40]([C:49]([C:51]3[N:55]4[CH:56]=[CH:57][CH:58]=[CH:59][C:54]4=[C:53]([C:60]4[CH:61]=[C:62]([CH:66]=[CH:67][CH:68]=4)[C:63]([NH2:14])=[O:65])[N:52]=3)=[O:50])[CH:41]=2)[N:36]=1 |f:0.1,2.3|. Procedure details: 0.107 g (2 mmol) of ammonium chloride, 0.328 g (1 mmol) of TOTU and 0.517 g (4 mmol) of N,N-diisopropylethylamine are added, at ambient temperature under an inert atmosphere, to 0.233 g (0.5 mol) of 3-{3-[(2-methyl-4-oxo-3-propyl-3,4-dihydroquinazolin-6-yl)carbonyl]imidazo[1,5-a]pyridin-1-yl}benzoic acid in 30 ml of DMF. The reaction medium is stirred for 5 hours at ambient temperature and then concentrated under reduced pressure. 50 ml of a saturated solution of sodium hydrogen carbonate are ad... The reactants are C(C)(=O)O[C@@H]1[C@H](O[C@H]([C@@H]([C@H]1OC(C)=O)OC(C)=O)C1=C(C=C(C(=C1)CC1=CC=C(C=C1)CC)Cl)COCC(CO)O)COC(C)=O ((2R,3R,4R,5S,6S)-2-(acetoxymethyl)-6-(4-chloro-2-((2,3-dihydroxypropoxy)methyl)-5-(4-ethylbenzyl)phenyl)tetrahydro-2H-pyran-3,4,5-triyl triacetate), intermediate J, [OH-].[Li+] (lithium hydroxide). The solvent is C1CCOC1.CO.O (THF MeOH H2O). Run at temperature 20 celsius, time 8 hour. The product is ClC1=CC(=C(C=C1CC1=CC=C(C=C1)CC)[C@@H]1O[C@@H]([C@H]([C@@H]([C@H]1O)O)O)CO)COCC(CO)O ((2S,3R,4R,5S,6R)-2-(4-chloro-2-((2,3-dihydroxypropoxy)methyl)-5-(4-ethylbenzyl)phenyl)-6-(hydroxymethyl)tetrahydro-2H-pyran-3,4,5-triol). Isolated yield 9.3%. As a reaction SMILES: C([O:4][C@H:5]1[C@H:10]([O:11]C(=O)C)[C@@H:9]([O:15]C(=O)C)[C@H:8]([C:19]2[CH:24]=[C:23]([CH2:25][C:26]3[CH:31]=[CH:30][C:29]([CH2:32][CH3:33])=[CH:28][CH:27]=3)[C:22]([Cl:34])=[CH:21][C:20]=2[CH2:35][O:36][CH2:37][CH:38]([OH:41])[CH2:39][OH:40])[O:7][C@@H:6]1[CH2:42][O:43]C(=O)C)(=O)C.[OH-].[Li+]>C1COCC1.CO.O>[Cl:34][C:22]1[C:23]([CH2:25][C:26]2[CH:31]=[CH:30][C:29]([CH2:32][CH3:33])=[CH:28][CH:27]=2)=[CH:24][C:19]([C@H:8]2[C@H:9]([OH:15])[C@@H:10]([OH:11])[C@H:5]([OH:4])[C@@H:6]([CH2:42][OH:43])[O:7]2)=[C:20]([CH2:35][O:36][CH2:37][CH:38]([OH:41])[CH2:39][OH:40])[CH:21]=1 |f:1.2,3.4.5|. Procedure: To a stirred solution of (2R,3R,4R,5S,6S)-2-(acetoxymethyl)-6-(4-chloro-2-((2,3-dihydroxypropoxy)methyl)-5-(4-ethylbenzyl)phenyl)tetrahydro-2H-pyran-3,4,5-triyl triacetate (50 mg, 0.076 mmol) (prepared from intermediate J using a Sharpless dihydroxylation) in THF:MeOH:H2O (2:3:1, 1.2 mL) was added lithium hydroxide (3.71 mg). The reaction was stirred overnight at 20° C. The volatiles were removed and the residue was dissolved in EtOAc (20 mL), washed 1× with brine, 1× with brine containing 2 mL ... The reactants are OC1=C(C=C(C=O)C=C1)OC (4-hydroxy-3-methoxy-benzaldehyde), C(C)(=O)[O-].[Na+] (sodium acetate), C(C)(=O)NCC(=O)O (N-acetylglycine), C(C)(=O)OC(C)=O (acetic anhydride). Run at temperature 0 celsius. The product is CC=1OC(C(N1)=CC1=CC(=C(C=C1)OC(C)=O)OC)=O (2-methyl-4-(3-methoxy-4-acetoxy-benzylidene)-5(4H)-oxazolone). As a reaction SMILES: [OH:1][C:2]1[CH:9]=[CH:8][C:5]([CH:6]=O)=[CH:4][C:3]=1[O:10][CH3:11].[C:12]([O-])(=[O:14])[CH3:13].[Na+].[C:17]([NH:20][CH2:21][C:22]([OH:24])=[O:23])(=O)[CH3:18].C(OC(=O)C)(=O)C>>[CH3:18][C:17]1[O:24][C:22](=[O:23])[C:21](=[CH:6][C:5]2[CH:8]=[CH:9][C:2]([O:1][C:12](=[O:14])[CH3:13])=[C:3]([O:10][CH3:11])[CH:4]=2)[N:20]=1 |f:1.2|. Procedure: 152 g (1mol) of 4-hydroxy-3-methoxy-benzaldehyde, 41 g of sodium acetate, 80 g of N-acetylglycine and 242 g of acetic anhydride are heated together for 30 minutes to 100° C. and then for 21/2 hours to the refluxing temperature. The resulting solution is cooled to 0° C. and the crystals which have separated out are filtered off and washed with water. The crude 2-methyl-4-(3-methoxy-4-acetoxy-benzylidene)-5(4H)-oxazolone thus obtained is heated to the boil with 1,400 ml of acetone and 545 ml of wa... The reactants are CO, O=[N+]([O-])c1ccc2c(c1)CCN(CC(O)C(F)(F)F)CC2. Yields the product Nc1ccc2c(c1)CCN(CC(O)C(F)(F)F)CC2. RXN SMILES: [CH3:22][OH:23].[F:1][C:2]([CH:3]([CH2:4][N:5]1[CH2:6][CH2:7][c:8]2[c:9]([cH:12][c:13]([N+:16]([O-:17])=[O:18])[cH:14][cH:15]2)[CH2:10][CH2:11]1)[OH:19])([F:20])[F:21]>>[F:1][C:2]([CH:3]([CH2:4][N:5]1[CH2:6][CH2:7][c:8]2[c:9]([cH:12][c:13]([NH2:16])[cH:14][cH:15]2)[CH2:10][CH2:11]1)[OH:19])([F:20])[F:21].